From a dataset of the Open Reaction Database (ORD), a public repository of structured organic reaction records. describe an organic reaction: reactants, conditions, products, and yield The reactants are BrC=1C=C2CCCNC2=NC1 (6-bromo-1,2,3,4-tetrahydro-[1,8]naphthyridine), C(CCC)[Sn](C1=NC=CN=C1)(CCCC)CCCC (2-tributylstannanyl-pyrazine), C(=O)([O-])[O-].[Cs+].[Cs+] (Cs2CO3). Reagents/catalysts: C1=CC=C(C=C1)P([C-]2C=CC=C2)C3=CC=CC=C3.C1=CC=C(C=C1)P([C-]2C=CC=C2)C3=CC=CC=C3.Cl[Pd]Cl.[Fe+2] (Pd(dppf)Cl2). Run in C1(=CC=CC=C1)C.CN(C)C=O (toluene DMF). Reaction conditions: temperature 110 celsius. Yields the product N1=C(C=NC=C1)C=1C=C2CCCNC2=NC1 (6-pyrazin-2-yl-1,2,3,4-tetrahydro-[1,8]naphthyridine). Isolated yield 55.9%. As a reaction SMILES: Br[C:2]1[CH:3]=[C:4]2[C:9](=[N:10][CH:11]=1)[NH:8][CH2:7][CH2:6][CH2:5]2.C([Sn](CCCC)(CCCC)[C:17]1[CH:22]=[N:21][CH:20]=[CH:19][N:18]=1)CCC.C([O-])([O-])=O.[Cs+].[Cs+]>C1(C)C=CC=CC=1.CN(C=O)C.C1C=CC(P(C2C=CC=CC=2)[C-]2C=CC=C2)=CC=1.C1C=CC(P(C2C=CC=CC=2)[C-]2C=CC=C2)=CC=1.Cl[Pd]Cl.[Fe+2]>[N:18]1[CH:19]=[CH:20][N:21]=[CH:22][C:17]=1[C:2]1[CH:3]=[C:4]2[C:9](=[N:10][CH:11]=1)[NH:8][CH2:7][CH2:6][CH2:5]2 |f:2.3.4,5.6,7.8.9.10|. Procedure: To a solution of 6-bromo-1,2,3,4-tetrahydro-[1,8]naphthyridine (350 mg, 1.6 mmol) in 14 mL of toluene/DMF 1:1 mixed solvents are added 2-tributylstannanyl-pyrazine (670 mg 1.8 mmol) and Cs2CO3 (1.6 g, 4.9 mmol). Then Pd(dppf)Cl2 (120 mg, 0.16 mmol) is added under N2 atmosphere. The mixture is heated at 110° C. for 16 hrs and the solvent is removed under vacuum. The residue is purified by flash column chromatography to give 190 mg of 6-pyrazin-2-yl-1,2,3,4-tetrahydro-[1,8]naphthyridine